This data is from the Open Reaction Database (ORD), a public repository of structured organic reaction records. The task is: describe an organic reaction: reactants, conditions, products, and yield Starting materials: CC(=NO)c1ccccc1, CN(C)C=O, COC(=O)c1cc([N+](=O)[O-])ccc1Cl, [H-], [Na+]. The product is COC(=O)c1cc([N+](=O)[O-])ccc1ON=C(C)c1ccccc1. Reaction SMILES: [C:1]([CH3:2])([c:3]1[cH:4][cH:5][cH:6][cH:7][cH:8]1)=[N:9][OH:10].[CH3:27][N:28]([CH3:29])[CH:30]=[O:31].[Cl:13][c:14]1[c:15]([C:16](=[O:17])[O:18][CH3:19])[cH:20][c:21]([N+:24](=[O:25])[O-:26])[cH:22][cH:23]1.[H-:11].[Na+:12]>>[C:1]([CH3:2])([c:3]1[cH:4][cH:5][cH:6][cH:7][cH:8]1)=[N:9][O:10][c:14]1[c:15]([C:16](=[O:17])[O:18][CH3:19])[cH:20][c:21]([N+:24](=[O:25])[O-:26])[cH:22][cH:23]1.